Dataset: the Open Reaction Database (ORD), a public repository of structured organic reaction records. Task: describe an organic reaction: reactants, conditions, products, and yield Reaction SMILES: Br[C:2]1[CH:7]=[CH:6][C:5]([F:8])=[CH:4][C:3]=1[F:9].[CH3:10][O:11][C:12](=[O:30])[C:13]1[CH:18]=[CH:17][C:16]([Cl:19])=[C:15]([C:20](=[O:29])[C:21]2[CH:26]=[CH:25][C:24]([NH2:27])=[CH:23][C:22]=2[Cl:28])[CH:14]=1.C1(P(C2C=CC=CC=2)C2C3OC4C(=CC=CC=4P(C4C=CC=CC=4)C4C=CC=CC=4)C(C)(C)C=3C=CC=2)C=CC=CC=1.C([O-])([O-])=O.[Cs+].[Cs+]>C1(C)C=CC=CC=1.CC([O-])=O.CC([O-])=O.[Pd+2]>[CH3:10][O:11][C:12](=[O:30])[C:13]1[CH:18]=[CH:17][C:16]([Cl:19])=[C:15]([C:20](=[O:29])[C:21]2[CH:26]=[CH:25][C:24]([NH:27][C:2]3[CH:7]=[CH:6][C:5]([F:8])=[CH:4][C:3]=3[F:9])=[CH:23][C:22]=2[Cl:28])[CH:14]=1 |f:3.4.5,7.8.9|. Product: COC(C1=CC(=C(C=C1)Cl)C(C1=C(C=C(C=C1)NC1=C(C=C(C=C1)F)F)Cl)=O)=O (4-Chloro-3-[2-chloro-4-(2,4-difluoro-phenylamino)-benzoyl]-benzoic acid methyl ester). The solvent is C1(=CC=CC=C1)C (toluene). Run at temperature 120 celsius, time 24 hour. Reactants: BrC1=C(C=C(C=C1)F)F (1-Bromo-2,4-difluorobenzene), COC(C1=CC(=C(C=C1)Cl)C(C1=C(C=C(C=C1)N)Cl)=O)=O (3-(4-Amino-2-chloro-benzoyl)-4-chloro-benzoic acid methyl ester), C1(=CC=CC=C1)P(C1=CC=CC=2C(C3=CC=CC(=C3OC12)P(C1=CC=CC=C1)C1=CC=CC=C1)(C)C)C1=CC=CC=C1 (4,5-bis-diphenylphosphanyl-9,9-dimethyl-9H-xanthene), C(=O)([O-])[O-].[Cs+].[Cs+] (Cs2CO3). Reagents/catalysts: CC(=O)[O-].CC(=O)[O-].[Pd+2] (Pd(OAc)2). Procedure details: 1-Bromo-2,4-difluorobenzene (87 μL, 0.77 mmol) was dissolved in 2.5 mL dry toluene under an argon atmosphere. Compound 462 (250 mg, 0.77 mmol) was added and dissolved in the solvent. 4,5-bis-diphenylphosphanyl-9,9-dimethyl-9H-xanthene (13 mg, 0.023 mmol), Pd(OAc)2 (3.5 mg, 0.015 mmol) and Cs2CO3 (352 mg, 1.08 mmol) were added, and the reaction mixture was stirred under an argon atmosphere at 120° C. for 24 h. The reaction mixture was filtered and then purified by flash chromatography using EtOAc...